This data is from the Open Reaction Database (ORD), a public repository of structured organic reaction records. The task is: describe an organic reaction: reactants, conditions, products, and yield Starting materials: BrB(Br)Br, COC(=O)c1ccc(-c2cc(OC)ccc2F)c(C(C)(C)C)c1, ClCCl. Product: COC(=O)c1ccc(-c2cc(O)ccc2F)c(C(C)(C)C)c1. Reaction SMILES: [B:24]([Br:25])([Br:26])[Br:27].[CH3:1][C:2]([CH3:3])([CH3:4])[c:5]1[c:6](-[c:15]2[c:16]([F:23])[cH:17][cH:18][c:19]([O:21][CH3:22])[cH:20]2)[cH:7][cH:8][c:9]([C:11](=[O:12])[O:13][CH3:14])[cH:10]1.[Cl:28][CH2:29][Cl:30]>>[CH3:1][C:2]([CH3:3])([CH3:4])[c:5]1[c:6](-[c:15]2[c:16]([F:23])[cH:17][cH:18][c:19]([OH:21])[cH:20]2)[cH:7][cH:8][c:9]([C:11](=[O:12])[O:13][CH3:14])[cH:10]1. Starting materials: [BH4-], CO, COC(=O)C(O)=Cc1ccc2nc(-c3c(Cl)cccc3Cl)ccc2c1, [Na+], [Na+], [Na+], O=C([O-])O, [OH-]. The product is COC(=O)C(O)Cc1ccc2nc(-c3c(Cl)cccc3Cl)ccc2c1. RXN SMILES: [BH4-:26].[CH3:35][OH:36].[Cl:1][c:2]1[c:3](-[c:9]2[n:10][c:11]3[cH:12][cH:13][c:14]([CH:19]=[C:20]([C:21](=[O:22])[O:23][CH3:24])[OH:25])[cH:15][c:16]3[cH:17][cH:18]2)[c:4]([Cl:8])[cH:5][cH:6][cH:7]1.[Na+:27].[Na+:32].[Na+:34].[O-:28][C:29]([OH:30])=[O:31].[OH-:33]>>[Cl:1][c:2]1[c:3](-[c:9]2[n:10][c:11]3[cH:12][cH:13][c:14]([CH2:19][CH:20]([C:21](=[O:22])[O:23][CH3:24])[OH:25])[cH:15][c:16]3[cH:17][cH:18]2)[c:4]([Cl:8])[cH:5][cH:6][cH:7]1. Reactants: OS(=O)(=O)O (H2SO4), C(C)(=O)C=1C=C(C(=O)O)C=CC1 (3-acetylbenzoic acid), C(C)(C)(C)O (tert-butanol), [O-]S(=O)(=O)[O-].[Mg+2] (MgSO4), resultant mixture, C(=O)(O)[O-].[Na+] (NaHCO3). Solvent: C(Cl)Cl (CH2Cl2). Conditions: time 114 hour. The product is C(C)(=O)C=1C=C(C(=O)OC(C)(C)C)C=CC1 (Tert-butyl (3-acetyl)benzoate). Yield: 71.8%. Reaction SMILES: [O-]S([O-])(=O)=O.[Mg+2].OS(O)(=O)=O.[C:12]([C:15]1[CH:16]=[C:17]([CH:21]=[CH:22][CH:23]=1)[C:18]([OH:20])=[O:19])(=[O:14])[CH3:13].[C:24](O)([CH3:27])([CH3:26])[CH3:25].C([O-])(O)=O.[Na+]>C(Cl)Cl>[C:12]([C:15]1[CH:16]=[C:17]([CH:21]=[CH:22][CH:23]=1)[C:18]([O:20][C:24]([CH3:27])([CH3:26])[CH3:25])=[O:19])(=[O:14])[CH3:13] |f:0.1,5.6|. Procedure details: In a dry flask under nitrogen, MgSO4 (23.3 mmol) was suspended in CH2Cl2 (23 mL), the mixture was stirred vigorously as concentrated H2SO4 (5.85 mmol) was added dropwise. The resultant mixture was stirred for 20 min and 3-acetylbenzoic acid (5.84 mmol) was added in one portion followed by the dropwise addition of tert-butanol (29.3 mmol). This mixture was stoppered tightly and stirred at room temperature for 114 hours. Worked up by adding 100 mL saturated aqueous NaHCO3 and extracting 3× with 50... The reactants are C1(=CC=CC=C1)CC(C(=O)OC)OC1=CC2=CC=C(C=C2C=C1)C=1NC(=CC1)C1=CC=CC=C1 (methyl 3-phenyl-2-{[6-(5-phenyl-1H-pyrrol-2-yl)-2-naphthyl]oxy}propanoate), [OH-].[Na+] (NaOH), Cl (HCl). Run in C1CCOC1 (THF). Conditions: time 8 hour. Product: C1(=CC=CC=C1)CC(C(=O)O)OC1=CC2=CC=C(C=C2C=C1)C=1NC(=CC1)C1=CC=CC=C1 (3-Phenyl-2-{[6-(5-phenyl-1H-pyrrol-2-yl)-2-naphthyl]oxy}propanoic acid). Isolated yield 90.6%. As a reaction SMILES: [C:1]1([CH2:7][CH:8]([O:13][C:14]2[CH:23]=[CH:22][C:21]3[C:16](=[CH:17][CH:18]=[C:19]([C:24]4[NH:25][C:26]([C:29]5[CH:34]=[CH:33][CH:32]=[CH:31][CH:30]=5)=[CH:27][CH:28]=4)[CH:20]=3)[CH:15]=2)[C:9]([O:11]C)=[O:10])[CH:6]=[CH:5][CH:4]=[CH:3][CH:2]=1.[OH-].[Na+].Cl>C1COCC1>[C:1]1([CH2:7][CH:8]([O:13][C:14]2[CH:23]=[CH:22][C:21]3[C:16](=[CH:17][CH:18]=[C:19]([C:24]4[NH:25][C:26]([C:29]5[CH:34]=[CH:33][CH:32]=[CH:31][CH:30]=5)=[CH:27][CH:28]=4)[CH:20]=3)[CH:15]=2)[C:9]([OH:11])=[O:10])[CH:2]=[CH:3][CH:4]=[CH:5][CH:6]=1 |f:1.2|. Reported procedure: A mixture of methyl 3-phenyl-2-{[6-(5-phenyl-1H-pyrrol-2-yl)-2-naphthyl]oxy}propanoate (0.25 g, 0.56 mmol), prepared in the previous step, and 1N NaOH (1.1 mL, 1.1 mmol) in THF (25 mL) was stirred under nitrogen at ambient temperature overnight. By TLC analysis, starting material was still present. The mixture was heated to 60° C. for two hours, at which time no starting material remained. The mixture was cooled to ambient temperature, acidified with 1N HCl (2 mL) and the volatiles were removed ... The reactants are OCCC#Cc1cccc(Br)c1, CCO, O=[Pt]. Yields the product OCCCCc1cccc(Br)c1. RXN SMILES: [Br:1][c:2]1[cH:3][c:4]([C:8]#[C:9][CH2:10][CH2:11][OH:12])[cH:5][cH:6][cH:7]1.[CH3:13][CH2:14][OH:15].[Pt:16]=[O:17]>>[Br:1][c:2]1[cH:3][c:4]([CH2:8][CH2:9][CH2:10][CH2:11][OH:12])[cH:5][cH:6][cH:7]1. The reactants are [Li]CCCC, CON1C(=O)Nc2ccccc2CC1c1ccccc1, CN(C)CCCl, C1CCOC1, O. Yields the product CON1C(=O)N(CCN(C)C)c2ccccc2CC1c1ccccc1. Reaction SMILES: [CH2:26]([Li:27])[CH2:28][CH2:29][CH3:30].[CH3:1][O:2][N:3]1[C:4](=[O:20])[NH:5][c:6]2[c:7]([cH:16][cH:17][cH:18][cH:19]2)[CH2:8][CH:9]1[c:10]1[cH:11][cH:12][cH:13][cH:14][cH:15]1.[CH3:31][N:32]([CH2:33][CH2:34][Cl:35])[CH3:36].[O:21]1[CH2:22][CH2:23][CH2:24][CH2:25]1.[OH2:37]>>[CH3:1][O:2][N:3]1[C:4](=[O:20])[N:5]([CH2:34][CH2:33][N:32]([CH3:31])[CH3:36])[c:6]2[c:7]([cH:16][cH:17][cH:18][cH:19]2)[CH2:8][CH:9]1[c:10]1[cH:11][cH:12][cH:13][cH:14][cH:15]1. Reactants: S (hydrogen sulfide), [N+](=[N-])=CC=1CS[C@H]2N(C1C(=O)OC(C1=CC=CC=C1)C1=CC=CC=C1)C([C@H]2NC(CC=2SC=CC2)=O)=O (benzhydryl 3-diazomethyl-7β-(2-thienylacetamido)-ceph-3-em-4-carboxylate). Solvent: ClCCl (dichloromethane). The product is SCC=1CS[C@H]2N(C1C(=O)OC(C1=CC=CC=C1)C1=CC=CC=C1)C([C@H]2NC(CC=2SC=CC2)=O)=O (benzhydryl 3-mercaptomethyl-7β-(2-thienylacetamido)-ceph-3-em-4-carboxylate). RXN SMILES: [N+](=[CH:3][C:4]1[CH2:5][S:6][C@@H:7]2[C@H:27]([NH:28][C:29](=[O:36])[CH2:30][C:31]3[S:32][CH:33]=[CH:34][CH:35]=3)[C:26](=[O:37])[N:8]2[C:9]=1[C:10]([O:12][CH:13]([C:20]1[CH:25]=[CH:24][CH:23]=[CH:22][CH:21]=1)[C:14]1[CH:19]=[CH:18][CH:17]=[CH:16][CH:15]=1)=[O:11])=[N-].[SH2:38]>ClCCl>[SH:38][CH2:3][C:4]1[CH2:5][S:6][C@@H:7]2[C@H:27]([NH:28][C:29](=[O:36])[CH2:30][C:31]3[S:32][CH:33]=[CH:34][CH:35]=3)[C:26](=[O:37])[N:8]2[C:9]=1[C:10]([O:12][CH:13]([C:14]1[CH:19]=[CH:18][CH:17]=[CH:16][CH:15]=1)[C:20]1[CH:21]=[CH:22][CH:23]=[CH:24][CH:25]=1)=[O:11]. Procedure details: A solution of benzhydryl 3-diazomethyl-7β-(2-thienylacetamido)-ceph-3-em-4-carboxylate (9.0 × 10-4 mole), prepared by the process described in Example 2, in 5 ml. dichloromethane solvent is stirred at room temperature while a slow stream of hydrogen sulfide gas is bubbled in. The excess gas and solvent is removed in vacuo and the residue chromatographed over silica gel with chloroform:acetone (10:1) to give benzhydryl 3-mercaptomethyl-7β-(2-thienylacetamido)-ceph-3-em-4-carboxylate.